From a dataset of the Open Reaction Database (ORD), a public repository of structured organic reaction records. describe an organic reaction: reactants, conditions, products, and yield Reactants: ClC1=NC=CC(=C1C1=NOC(=C1C(=O)OC)C(C)C)Cl (methyl 3-(2,4-dichloro-3-pyridinyl)-5-(1-methylethyl)-4-isoxazolecarboxylate), solution, [H-].C(C)(C)[Al+]C(C)C (diisopropylaluminum hydride), C1(=CC=CC=C1)C (toluene), aqueous solution, [C@@H]([C@H](C(=O)[O-])O)(C(=O)[O-])O.[Na+].[K+] (Rochelle's salt). Run in C1CCOC1 (THF). Run at time 8 hour. The product is ClC1=NC=CC(=C1C1=NOC(=C1CO)C(C)C)Cl ([3-(2,4-dichloro-3-pyridinyl)-5-(1-methylethyl)-4-isoxazolyl]methanol). The yield is 99.5%. RXN SMILES: [Cl:1][C:2]1[C:7]([C:8]2[C:12]([C:13](OC)=[O:14])=[C:11]([CH:17]([CH3:19])[CH3:18])[O:10][N:9]=2)=[C:6]([Cl:20])[CH:5]=[CH:4][N:3]=1.[H-].C([Al+]C(C)C)(C)C.C1(C)C=CC=CC=1.[C@H](O)(C([O-])=O)[C@@H](O)C([O-])=O.[Na+].[K+]>C1COCC1>[Cl:1][C:2]1[C:7]([C:8]2[C:12]([CH2:13][OH:14])=[C:11]([CH:17]([CH3:18])[CH3:19])[O:10][N:9]=2)=[C:6]([Cl:20])[CH:5]=[CH:4][N:3]=1 |f:1.2,4.5.6|. Reported procedure: A solution of methyl 3-(2,4-dichloro-3-pyridinyl)-5-(1-methylethyl)-4-isoxazolecarboxylate (1.32 g, 4.2 mmol) in THF (11.7 mL) was stirred at a 0° C. as a 1.5 M solution of diisopropylaluminum hydride in toluene (9 mL, 13.4 mmol) was added; the solution was allowed to warm to room temperature and stirred overnight. A 10% aqueous solution of Rochelle's salt was added and the solution was then allowed to stir for three hours. The layers were separated and the organic layer was washed with brine. T...